Dataset: the Open Reaction Database (ORD), a public repository of structured organic reaction records. Task: describe an organic reaction: reactants, conditions, products, and yield The reactants are CCO, COC(=O)c1ccc2[nH]c(C)c(C(=O)c3ccc(Cl)cc3Cl)c2c1, [Na+], [OH-]. Yields the product Cc1[nH]c2ccc(C(=O)O)cc2c1C(=O)c1ccc(Cl)cc1Cl. RXN SMILES: [CH3:27][CH2:28][OH:29].[Cl:1][c:2]1[c:3]([C:4](=[O:5])[c:6]2[c:7]([CH3:19])[nH:8][c:9]3[cH:10][cH:11][c:12]([C:15](=[O:16])[O:17][CH3:18])[cH:13][c:14]23)[cH:20][cH:21][c:22]([Cl:24])[cH:23]1.[Na+:26].[OH-:25]>>[Cl:1][c:2]1[c:3]([C:4](=[O:5])[c:6]2[c:7]([CH3:19])[nH:8][c:9]3[cH:10][cH:11][c:12]([C:15](=[O:16])[OH:17])[cH:13][c:14]23)[cH:20][cH:21][c:22]([Cl:24])[cH:23]1. The reactants are C1(=CC=CC=C1)/C(=C(\CCO)/C1=CC=CC=C1)/C1=CC=C(C=C1)OCCBr ((Z)-1,2-diphenyl-1-[4-(2-bromoethoxy)phenyl]-1-buten-4-ol), CN (methylamine). The solvent is C(C)O (ethanol). Yields the product C1(=CC=CC=C1)C(=C(CCO)C1=CC=CC=C1)C1=CC=C(C=C1)OCCNC (1,2-diphenyl-1-[4-[2-(N-methylamino)ethoxy]phenyl]-1-buten-4-ol). Isolated yield 73.0%. Reaction SMILES: [C:1]1(/[C:7](/[C:18]2[CH:23]=[CH:22][C:21]([O:24][CH2:25][CH2:26]Br)=[CH:20][CH:19]=2)=[C:8](/[C:12]2[CH:17]=[CH:16][CH:15]=[CH:14][CH:13]=2)\[CH2:9][CH2:10][OH:11])[CH:6]=[CH:5][CH:4]=[CH:3][CH:2]=1.[CH3:28][NH2:29]>C(O)C>[C:1]1([C:7]([C:18]2[CH:23]=[CH:22][C:21]([O:24][CH2:25][CH2:26][NH:29][CH3:28])=[CH:20][CH:19]=2)=[C:8]([C:12]2[CH:17]=[CH:16][CH:15]=[CH:14][CH:13]=2)[CH2:9][CH2:10][OH:11])[CH:6]=[CH:5][CH:4]=[CH:3][CH:2]=1. Reported procedure: 42.3 g of (Z)-1,2-diphenyl-1-[4-(2-bromoethoxy)phenyl]-1-buten-4-ol is stirred over 500 ml of 33% methylamine in ethanol for 10 h at 100° C. in autoclave. The solvent is evaporated and the evaporation residue is dissolved in ethyl acetate in the presence of 2 M sodium carbonate solution. After washing the ethyl acetate layer with water and drying with sodium sulfate the solvent is evaporated. Recrystallization from toluene gives 27.2 g (73%) of the product having m.p. 134°-9° C.